Dataset: the Open Reaction Database (ORD), a public repository of structured organic reaction records. Task: describe an organic reaction: reactants, conditions, products, and yield Run in S(O)(O)(=O)=O (sulfuric acid). Yields the product C(C1=CC=CC=C1)C1=C(C=C(C(=O)OC)C=C1S(N)(=O)=O)SCCCC (methyl 4-benzyl-3-n-butylthio-5-sulfamylbenzoate). Procedure details: A solution of 4-benzyl-3-n-butylthio-5-sulfamylbenzoic acid (0.85 g) in dry methanol (10 ml) and conc. sulfuric acid (0.2 ml) is refluxed for 20 hours. The methanol is removed in vacuo and the residue is triturated with 1 N sodium hydrogen carbonate (15 ml). The resulting crystalline material is collected by filtration, washed with water and dried. After recrystallization from methanol, methyl 4-benzyl-3-n-butylthio-5-sulfamylbenzoate is obtained with a melting point of 118°-120° C. As a reaction SMILES: [CH2:1]([C:8]1[C:16]([S:17](=[O:20])(=[O:19])[NH2:18])=[CH:15][C:11]([C:12]([OH:14])=[O:13])=[CH:10][C:9]=1[S:21][CH2:22][CH2:23][CH2:24][CH3:25])[C:2]1[CH:7]=[CH:6][CH:5]=[CH:4][CH:3]=1.[CH3:26]O>S(=O)(=O)(O)O>[CH2:1]([C:8]1[C:16]([S:17](=[O:20])(=[O:19])[NH2:18])=[CH:15][C:11]([C:12]([O:14][CH3:26])=[O:13])=[CH:10][C:9]=1[S:21][CH2:22][CH2:23][CH2:24][CH3:25])[C:2]1[CH:3]=[CH:4][CH:5]=[CH:6][CH:7]=1. Starting materials: C(C1=CC=CC=C1)C1=C(C=C(C(=O)O)C=C1S(N)(=O)=O)SCCCC (4-benzyl-3-n-butylthio-5-sulfamylbenzoic acid), CO (methanol).